Dataset: the Open Reaction Database (ORD), a public repository of structured organic reaction records. Task: describe an organic reaction: reactants, conditions, products, and yield The reactants are OC1=CC=C(CS(=O)C(C(=O)O)C)C=C1 (2-(p-hydroxybenzylsulfinyl)propionic acid), NC1[C@@H]2N(C(=C(CS2)C(C)SC2=NN=NN2)C(=O)O)C1=O (7-amino-3-(1-methyl-1H-tetrazol-5-ylthiomethyl)-3-cephem-4-carboxylic acid). Yields the product OC1=CC=C(CS(=O)C(C(=O)NC2[C@@H]3N(C(=C(CS3)C(C)SC3=NN=NN3)C(=O)O)C2=O)C)C=C1 (7-[2-(p-hydroxybenzylsulfinyl)propionamido]-3-(1-methyl-1H-tetrazol-5-ylthiomethyl)-3-cephem-4-carboxylic acid). As a reaction SMILES: [OH:1][C:2]1[CH:15]=[CH:14][C:5]([CH2:6][S:7]([CH:9]([CH3:13])[C:10]([OH:12])=O)=[O:8])=[CH:4][CH:3]=1.[NH2:16][CH:17]1[C:35](=[O:36])[N:19]2[C:20]([C:32]([OH:34])=[O:33])=[C:21]([CH:24]([S:26][C:27]3[NH:31][N:30]=[N:29][N:28]=3)[CH3:25])[CH2:22][S:23][C@H:18]12>>[OH:1][C:2]1[CH:3]=[CH:4][C:5]([CH2:6][S:7]([CH:9]([CH3:13])[C:10]([NH:16][CH:17]2[C:35](=[O:36])[N:19]3[C:20]([C:32]([OH:34])=[O:33])=[C:21]([CH:24]([S:26][C:27]4[NH:28][N:29]=[N:30][N:31]=4)[CH3:25])[CH2:22][S:23][C@H:18]23)=[O:12])=[O:8])=[CH:14][CH:15]=1. Procedure details: 456 mg. of 2-(p-hydroxybenzylsulfinyl)propionic acid and 7-amino-3-(1-methyl-1H-tetrazol-5-ylthiomethyl)-3-cephem-4-carboxylic acid were reacted in the same manner as described in Example 28 and 291 mg. of 7-[2-(p-hydroxybenzylsulfinyl)propionamido]-3-(1-methyl-1H-tetrazol-5-ylthiomethyl)-3-cephem-4-carboxylic acid were obtained.